This data is from the Open Reaction Database (ORD), a public repository of structured organic reaction records. The task is: describe an organic reaction: reactants, conditions, products, and yield Reactants: C1CCOC1, CCC1CC(C(=O)OC)CC1C(=O)O, O. The product is CCC1CC(CO)CC1C(=O)O. RXN SMILES: [CH2:16]1[O:17][CH2:18][CH2:19][CH2:20]1.[CH2:1]([CH3:2])[CH:3]1[CH:4]([C:12](=[O:13])[OH:14])[CH2:5][CH:6]([C:8](=[O:9])[O:10][CH3:11])[CH2:7]1.[OH2:15]>>[CH2:1]([CH3:2])[CH:3]1[CH:4]([C:12](=[O:13])[OH:14])[CH2:5][CH:6]([CH2:8][OH:9])[CH2:7]1. Reactants: N1N=NN=C1 (tetrazole), C(C1=CC=CC=C1)(C1=CC=CC=C1)(C1=CC=CC=C1)Cl (trityl chloride). The product is C(C1=CC=CC=C1)(C1=CC=CC=C1)(C1=CC=CC=C1)C1=NN=NN1 (trityl tetrazole), ( 10 ). Reaction SMILES: [NH:1]1[CH:5]=[N:4][N:3]=[N:2]1.[C:6](Cl)([C:19]1[CH:24]=[CH:23][CH:22]=[CH:21][CH:20]=1)([C:13]1[CH:18]=[CH:17][CH:16]=[CH:15][CH:14]=1)[C:7]1[CH:12]=[CH:11][CH:10]=[CH:9][CH:8]=1>>[C:6]([C:5]1[NH:4][N:3]=[N:2][N:1]=1)([C:7]1[CH:12]=[CH:11][CH:10]=[CH:9][CH:8]=1)([C:19]1[CH:20]=[CH:21][CH:22]=[CH:23][CH:24]=1)[C:13]1[CH:14]=[CH:15][CH:16]=[CH:17][CH:18]=1. Procedure details: The compound of the formula (11) is prepared using tri alkyl tin azide. Ortho tolyl benzonitrile (OTBN of the formula (8) is reacted with trialkyl tin azide followed by hydrolysis to give tetrazole derivative of the formula (9). The tetrazole derivative is reacted with trityl chloride to give trityl tetrazole derivative of the formula (10), which on radical bromination gives compound of the formula (11). The reaction sequence is given in the Scheme 6. The reactants are C1(=CC=CC=C1)CC1=CC=NC=C1 (phenyl-(4-pyridinyl)methane), Fe(NO3)3, [Na] (sodium), N (ammonia), C(C1=CC=CC=C1)(C1=CC=CC=C1)(C1=CC=CC=C1)N1C=NC(=C1)CCl (1-trityl-4-chloromethyl-imidazole), N (ammonia), liquid, N (ammonia), [Na] (sodium). Run in CCOCC (ether), C1CCOC1 (THF). Conditions: temperature -70 celsius, time 0.5 hour. Yields the product C(C1=CC=CC=C1)(C1=CC=CC=C1)(C1=CC=CC=C1)N1C=NC(=C1)CC(C1=CC=NC=C1)C1=CC=CC=C1 (1-trityl-4-[2-phenyl-2-(4-pyridinyl)ethyl]-imidazole). As a reaction SMILES: N.[Na].[C:3]1([CH2:9][C:10]2[CH:15]=[CH:14][N:13]=[CH:12][CH:11]=2)[CH:8]=[CH:7][CH:6]=[CH:5][CH:4]=1.[C:16]([N:35]1[CH:39]=[C:38]([CH2:40]Cl)[N:37]=[CH:36]1)([C:29]1[CH:34]=[CH:33][CH:32]=[CH:31][CH:30]=1)([C:23]1[CH:28]=[CH:27][CH:26]=[CH:25][CH:24]=1)[C:17]1[CH:22]=[CH:21][CH:20]=[CH:19][CH:18]=1>CCOCC.C1COCC1>[C:16]([N:35]1[CH:39]=[C:38]([CH2:40][CH:9]([C:3]2[CH:4]=[CH:5][CH:6]=[CH:7][CH:8]=2)[C:10]2[CH:11]=[CH:12][N:13]=[CH:14][CH:15]=2)[N:37]=[CH:36]1)([C:23]1[CH:24]=[CH:25][CH:26]=[CH:27][CH:28]=1)([C:29]1[CH:34]=[CH:33][CH:32]=[CH:31][CH:30]=1)[C:17]1[CH:22]=[CH:21][CH:20]=[CH:19][CH:18]=1 |^1:1|. Procedure details: Under nitrogen atmosphere a 100 ml flask was charged with 50 ml liquid ammonia, a small piece of sodium and a few crystals of Fe(NO3)3. Then about 0.25 g (11 mmol) sodium metal was added and the mixture was stirred at ca. -70° C. for 0.5 hours. Then, under stirring, and at about -70° C. 1.69 g (10 mmoles) of phenyl-(4-pyridinyl)methane dissolved in 5 ml anhydrous ether are added in 10 minutes. After stirring for 0.5 hours the mixture was allowed to warm up to the boiling temperature of ammonia a... Reactants: COC=1C=C(C=CC1N1C=NC(=C1)C)NC1=NC(=CC(=N1)CC(=O)OCC)COCC(F)(F)F (Ethyl 2-(2-{[3-methoxy-4-(4-methyl-1H-imidazol-1-yl)phenyl]amino}-6-[(2,2,2-trifluoro-ethoxy)methyl]pyrimidin-4-yl)acetate), [C-]#N.[K+] (potassium cyanide), O (water). Solvent: [OH-].[NH4+] (ammonium hydroxide). Run at temperature 65 celsius, time 4 day. Yields the product COC=1C=C(C=CC1N1C=NC(=C1)C)NC1=NC(=CC(=N1)CC(=O)N)COCC(F)(F)F (2-(2-{[3-Methoxy-4-(4-methyl-1H-imidazol-1-yl)phenyl]amino}-6-[(2,2,2-trifluoroethoxy)-methyl]pyrimidin-4-yl)acetamide). RXN SMILES: [CH3:1][O:2][C:3]1[CH:4]=[C:5]([NH:15][C:16]2[N:21]=[C:20]([CH2:22][C:23]([O:25]CC)=O)[CH:19]=[C:18]([CH2:28][O:29][CH2:30][C:31]([F:34])([F:33])[F:32])[N:17]=2)[CH:6]=[CH:7][C:8]=1[N:9]1[CH:13]=[C:12]([CH3:14])[N:11]=[CH:10]1.[C-]#[N:36].[K+].O>[OH-].[NH4+]>[CH3:1][O:2][C:3]1[CH:4]=[C:5]([NH:15][C:16]2[N:21]=[C:20]([CH2:22][C:23]([NH2:36])=[O:25])[CH:19]=[C:18]([CH2:28][O:29][CH2:30][C:31]([F:33])([F:34])[F:32])[N:17]=2)[CH:6]=[CH:7][C:8]=1[N:9]1[CH:13]=[C:12]([CH3:14])[N:11]=[CH:10]1 |f:1.2,4.5|. Procedure: Ethyl 2-(2-{[3-methoxy-4-(4-methyl-1H-imidazol-1-yl)phenyl]amino}-6-[(2,2,2-trifluoro-ethoxy)methyl]pyrimidin-4-yl)acetate (140 mg, 0.30 mmol, 1.0 eq) was suspended in ammonium hydroxide (3 mL) with few crystals of potassium cyanide in a sealed tube. The mixture was stirred 4 days at 65° C. The reaction mixture was cooled down to rt, water was added and the aqueous layer was extracted with DCM (5×). The combined organic layers were dried over sodium sulfate and concentrated. The residue was puri...